From a dataset of the Open Reaction Database (ORD), a public repository of structured organic reaction records. describe an organic reaction: reactants, conditions, products, and yield The reactants are ICl (iodine monochloride), ice water, solution, C1=C(C=CC=2CCCCC12)O (5,6,7,8-tetrahydro-2-naphthol). Solvent: C(C)(=O)O (acetic acid). Conditions: temperature 100 celsius. The product is IC1=C(C=CC=2CCCCC12)O (1-iodo-5,6,7,8-tetrahydro-2-naphthol), IC=1C(=CC=2CCCCC2C1)O (3-iodo-5,6,7,8-tetrahydro-2-naphthol). Reaction SMILES: [CH:1]1[C:10]2[CH2:9][CH2:8][CH2:7][CH2:6][C:5]=2[CH:4]=[CH:3][C:2]=1[OH:11].[I:12]Cl>C(O)(=O)C>[I:12][C:1]1[C:10]2[CH2:9][CH2:8][CH2:7][CH2:6][C:5]=2[CH:4]=[CH:3][C:2]=1[OH:11].[I:12][C:3]1[C:2]([OH:11])=[CH:1][C:10]2[CH2:9][CH2:8][CH2:7][CH2:6][C:5]=2[CH:4]=1. Reported procedure: A 4.45 g solution of 5,6,7,8-tetrahydro-2-naphthol was dissolved in 25 ml of glacial acetic acid, mixed with 5.85 g of iodine monochloride and heated under reflux at 100° C. for 2 hours. After reaction, the reaction mixture was poured onto 100 ml of ice water and extracted with ethyl acetate. The extract was washed sequentially with an aqueous solution of sodium thiosulfate (hypo), water and saturated aqueous NaCl solution, dried with anhydrous magnesium sulfate, and concentrated under vacuum. T... Starting materials: CC1C(=O)Oc2cc(N(Cc3ccccc3)Cc3ccccc3)c(Cl)cc21, [H][H], C1COCCO1. The product is CC1C(=O)Oc2cc(N)c(Cl)cc21. RXN SMILES: [Cl:1][c:2]1[c:3]([N:13]([CH2:14][c:15]2[cH:16][cH:17][cH:18][cH:19][cH:20]2)[CH2:21][c:22]2[cH:23][cH:24][cH:25][cH:26][cH:27]2)[cH:4][c:5]2[c:6]([cH:12]1)[CH:7]([CH3:11])[C:8](=[O:10])[O:9]2.[H:28][H:29].[O:30]1[CH2:31][CH2:32][O:33][CH2:34][CH2:35]1>>[Cl:1][c:2]1[c:3]([NH2:13])[cH:4][c:5]2[c:6]([cH:12]1)[CH:7]([CH3:11])[C:8](=[O:10])[O:9]2. The reactants are CI, CN(C)C=O, Cc1csc2[nH]c(=O)nc(-c3ccccc3F)c12, [H-], [Na+], O. Product: COc1nc(-c2ccccc2F)c2c(C)csc2n1. RXN SMILES: [CH3:21][I:22].[CH3:24][N:25]([CH3:26])[CH:27]=[O:28].[F:1][c:2]1[c:3](-[c:8]2[c:9]3[c:10]([nH:11][c:12](=[O:14])[n:13]2)[s:15][cH:16][c:17]3[CH3:18])[cH:4][cH:5][cH:6][cH:7]1.[H-:19].[Na+:20].[OH2:23]>>[F:1][c:2]1[c:3](-[c:8]2[c:9]3[c:10]([n:11][c:12]([O:14][CH3:21])[n:13]2)[s:15][cH:16][c:17]3[CH3:18])[cH:4][cH:5][cH:6][cH:7]1. Starting materials: CC=1C=CC=C2C(=C(N=NC12)C(=O)O)O (8-methyl-4-hydroxy-cinnoline-3-carboxylic acid), C(C1=CC=CC=C1)(=O)C1=CC=CC=C1 (benzophenone). Solvent: CCOCC (ether). Run at temperature 0 celsius, time 8 hour. The product is C(C)C=1C=CC=C2C(=CN=NC12)O (8-ethyl-4-hydroxycinnoline). As a reaction SMILES: [CH3:1][C:2]1[CH:3]=[CH:4][CH:5]=[C:6]2[C:11]=1[N:10]=[N:9][C:8](C(O)=O)=[C:7]2[OH:15].[C:16](C1C=CC=CC=1)(=O)C1C=CC=CC=1>CCOCC>[CH2:1]([C:2]1[CH:3]=[CH:4][CH:5]=[C:6]2[C:11]=1[N:10]=[N:9][CH:8]=[C:7]2[OH:15])[CH3:16]. Procedure: A mixture of 0.7 g of 53D and 2.8 g of benzophenone was heated at 180°-210° C. until no more gas evolved (30 minutes). The mixture was cooled to 0° C., diluted with ether and filtered. The solid was slurried with hot 5 N aqueous sodium hydroxide solution and filtered. The filtrate was acidified with 12 N hydrochloric acid, allowed to cool and stand overnight at room temperature, and filtered. The resulting solid was dried under reduced pressure, and flash chromatographed on silica gel, using a 1... The reactants are NC1=NC=C(C(=N)NO)C=C1 (6-amino-N-hydroxy-nicotinamidine), FC(C1=CC=C(C=C1)C1=NC(=NC(=C1)C(F)(F)F)C(=O)O)(F)F (4-(4-trifluoromethyl-phenyl)-6-trifluoromethyl-pyrimidine-2-carboxylic acid). The product is FC(C1=NC(=NC(=C1)C1=CC=C(C=C1)C(F)(F)F)C1=NC(=NO1)C=1C=CC(=NC1)N)(F)F (5-{5-[4-Trifluoromethyl-6-(4-trifluoromethyl-phenyl)-pyrimidin-2-yl]-[1,2,4]oxadiazol-3-yl}-pyridin-2-ylamine), solid. Isolated yield 24.0%. Reaction SMILES: [NH2:1][C:2]1[CH:11]=[CH:10][C:5]([C:6]([NH:8][OH:9])=[NH:7])=[CH:4][N:3]=1.[F:12][C:13]([F:34])([F:33])[C:14]1[CH:19]=[CH:18][C:17]([C:20]2[CH:25]=[C:24]([C:26]([F:29])([F:28])[F:27])[N:23]=[C:22]([C:30](O)=O)[N:21]=2)=[CH:16][CH:15]=1>>[F:29][C:26]([F:27])([F:28])[C:24]1[CH:25]=[C:20]([C:17]2[CH:18]=[CH:19][C:14]([C:13]([F:34])([F:33])[F:12])=[CH:15][CH:16]=2)[N:21]=[C:22]([C:30]2[O:9][N:8]=[C:6]([C:5]3[CH:10]=[CH:11][C:2]([NH2:1])=[N:3][CH:4]=3)[N:7]=2)[N:23]=1. Procedure: The title compound was prepared from 6-amino-N-hydroxy-nicotinamidine (example C.3) (0.15 g, 1.0 mmol) and 4-(4-trifluoromethyl-phenyl)-6-trifluoromethyl-pyrimidine-2-carboxylic acid (example D.2) (0.17 g, 0.5 mmol) according to the general procedure V. Obtained as a light yellow solid (0.13 g, 24%). MS (ISP) 453.1 [(M+H)+]; mp 218.5° C.